This data is from the Open Reaction Database (ORD), a public repository of structured organic reaction records. The task is: describe an organic reaction: reactants, conditions, products, and yield The reactants are CC(=O)OCCc1ccc(-n2c(C(C)(C)N)nc3cc(C(F)(F)F)c(Cl)cc32)cc1, CC(=O)Cl, ClCCl, O. Yields the product CC(=O)NC(C)(C)c1nc2cc(C(F)(F)F)c(Cl)cc2n1-c1ccc(CCOC(C)=O)cc1. Reaction SMILES: [C:1]([CH3:2])(=[O:3])[O:4][CH2:5][CH2:6][c:7]1[cH:8][cH:9][c:10](-[n:13]2[c:14]([C:27]([CH3:28])([CH3:29])[NH2:30])[n:15][c:16]3[c:17]2[cH:18][c:19]([Cl:26])[c:20]([C:22]([F:23])([F:24])[F:25])[cH:21]3)[cH:11][cH:12]1.[CH3:31][C:32]([Cl:33])=[O:34].[Cl:36][CH2:37][Cl:38].[OH2:35]>>[C:1]([CH3:2])(=[O:3])[O:4][CH2:5][CH2:6][c:7]1[cH:8][cH:9][c:10](-[n:13]2[c:14]([C:27]([CH3:28])([CH3:29])[NH:30][C:32]([CH3:31])=[O:34])[n:15][c:16]3[c:17]2[cH:18][c:19]([Cl:26])[c:20]([C:22]([F:23])([F:24])[F:25])[cH:21]3)[cH:11][cH:12]1. Reactants: NN (hydrazine), CN(CCNC1=C(C=CC=C1)[N+](=O)[O-])C (N,N-dimethyl-N′-(2-nitrophenyl)ethane-1,2-diamine), [O-]S(=O)(=O)[O-].[Mg+2] (MgSO4). The reagents and catalysts are [Ni] (Raney-Nickel). Run in CO (methanol). Product: CN(CCNC=1C(=CC=CC1)N)C (N-[2-(Dimethylamino)ethyl]benzene-1,2-diamine). Isolated yield 94.0%. Reaction SMILES: [CH3:1][N:2]([CH3:15])[CH2:3][CH2:4][NH:5][C:6]1[CH:11]=[CH:10][CH:9]=[CH:8][C:7]=1[N+:12]([O-])=O.NN.[O-]S([O-])(=O)=O.[Mg+2]>CO.[Ni]>[CH3:1][N:2]([CH3:15])[CH2:3][CH2:4][NH:5][C:6]1[C:7]([NH2:12])=[CH:8][CH:9]=[CH:10][CH:11]=1 |f:2.3|. Reported procedure: A mixture of N,N-dimethyl-N′-(2-nitrophenyl)ethane-1,2-diamine (3.83 g, 18.3 mmol) and Raney-Nickel (0.5 g) in methanol is treated dropwise with hydrazine (5 mL), stirred at room temperature until reaction is complete by TLC, treated with Celite and MgSO4 and filtered. The filtercake is washed with methanol. The combined filtrate is concentrated in vacuo to give the title compound as a brown oil, 3.11 g (94% yield), identified by HPLC and mass spectral analyses. The reactants are CN(C1=CC=CC=C1)CC1=CC=C2C=C(C=NC2=C1)C=C1C(NC(S1)=O)=O (5-[[7-(methylphenylamino)methyl-3-quinolyl]methylene]thiazolidine-2,4-dione). The reagents and catalysts are [Pt]=O (platinum oxide). Run in O1CCOCC1 (1,4-dioxane). Yields the product CN(C1=CC=CC=C1)CC1=CC=C2C=C(C=NC2=C1)CC1C(NC(S1)=O)=O (5-[[7-(Methylphenylamino)methyl-3-quinolyl]methyl]thiazolidine-2,4-dione), product. The yield is 22.0%. As a reaction SMILES: [CH3:1][N:2]([CH2:9][C:10]1[CH:19]=[C:18]2[C:13]([CH:14]=[C:15]([CH:20]=[C:21]3[S:25][C:24](=[O:26])[NH:23][C:22]3=[O:27])[CH:16]=[N:17]2)=[CH:12][CH:11]=1)[C:3]1[CH:8]=[CH:7][CH:6]=[CH:5][CH:4]=1>O1CCOCC1.[Pt]=O>[CH3:1][N:2]([CH2:9][C:10]1[CH:19]=[C:18]2[C:13]([CH:14]=[C:15]([CH2:20][CH:21]3[S:25][C:24](=[O:26])[NH:23][C:22]3=[O:27])[CH:16]=[N:17]2)=[CH:12][CH:11]=1)[C:3]1[CH:4]=[CH:5][CH:6]=[CH:7][CH:8]=1. Procedure details: The above 5-[[7-(methylphenylamino)methyl-3-quinolyl]methylene]thiazolidine-2,4-dione (164 mg, 0.47 mmol.) was dissolved in 1,4-dioxane (5 mL), and hydrogenated at room temperature for 27 hours after addition of platinum oxide (170 mg). The reaction mixture was filtered over Celite® to remove the catalyst. The residue was washed with methanol. The methanol washings and the filtrate were combined. Then, the solvent was distilled off under reduced pressure. The residue was purified by thin layer c...